Dataset: the Open Reaction Database (ORD), a public repository of structured organic reaction records. Task: describe an organic reaction: reactants, conditions, products, and yield Reactants: NC=1C=CC(=NC1)OC (5-amino-2-methoxypyridine), CC(=O)C (acetone), C(C)(=O)O[BH-](OC(C)=O)OC(C)=O.[Na+] (sodium triacetoxyborohydride). Solvent: C(Cl)Cl (CH2Cl2), C(=O)(O)[O-].[Na+] (NaHCO3). Conditions: time 20 hour. Product: C(C)(C)NC=1C=NC(=CC1)OC (isopropyl-(6-methoxy-pyridin-3-yl)-amine). As a reaction SMILES: [NH2:1][C:2]1[CH:3]=[CH:4][C:5]([O:8][CH3:9])=[N:6][CH:7]=1.[CH3:10][C:11]([CH3:13])=O.C(O[BH-](OC(=O)C)OC(=O)C)(=O)C.[Na+]>C(Cl)Cl.C([O-])(O)=O.[Na+]>[CH:11]([NH:1][C:2]1[CH:7]=[N:6][C:5]([O:8][CH3:9])=[CH:4][CH:3]=1)([CH3:13])[CH3:10] |f:2.3,5.6|. Procedure: To a solution of 5-amino-2-methoxypyridine (747 mg, 6.02 mmol) in CH2Cl2 (50 mL) was added acetone (500 μL) and sodium triacetoxyborohydride (1.95 g, 9.20 mmol). The reaction was stirred at room temperature for 20 hours and was diluted with aqueous NaHCO3. The aqueous solution was washed with CH2Cl2 (3×) and the combined organic solutions were washed with brine (1×), dried (MgSO4), filtered and concentrated. The residue was purified by medium pressure chromatography eluting with a solvent gradie...